Task: describe an organic reaction: reactants, conditions, products, and yield. Dataset: the Open Reaction Database (ORD), a public repository of structured organic reaction records The reactants are C(C1=CC=CC=C1)OCC1=CC=CC=C1 (benzylether), C(C1=CC=CC=C1)OC1=C(C=C(C(=C1)OCC1=CC=CC=C1)C(C)C)C=1N(C(=NN1)O)C=1C=C2C=CN(C2=CC1)CCNC (5-(2,4-bis(benzyloxy)-5-isopropylphenyl)-4-(1-(2-(methylamino)ethyl)-1H-indol-5-yl)-4H-1,2,4-triazol-3-ol). Conditions: time 6 hour. Product: OC=1N(C(=NN1)C1=C(C=C(C(=C1)C(C)C)O)O)C=1C=C2C=CN(C2=CC1)CCNC (4-(5-hydroxy-4-(1-(2-(methylamino)ethyl)-1H-indol-5-yl)-4H-1,2,4-triazol-3-yl)-6-isopropylbenzene-1,3-diol). Reaction SMILES: C(OCC1C=CC=CC=1)C1C=CC=CC=1.C([O:23][C:24]1[CH:29]=[C:28]([O:30]CC2C=CC=CC=2)[C:27]([CH:38]([CH3:40])[CH3:39])=[CH:26][C:25]=1[C:41]1[N:42]([C:47]2[CH:48]=[C:49]3[C:53](=[CH:54][CH:55]=2)[N:52]([CH2:56][CH2:57][NH:58][CH3:59])[CH:51]=[CH:50]3)[C:43]([OH:46])=[N:44][N:45]=1)C1C=CC=CC=1>>[OH:46][C:43]1[N:42]([C:47]2[CH:48]=[C:49]3[C:53](=[CH:54][CH:55]=2)[N:52]([CH2:56][CH2:57][NH:58][CH3:59])[CH:51]=[CH:50]3)[C:41]([C:25]2[CH:26]=[C:27]([CH:38]([CH3:40])[CH3:39])[C:28]([OH:30])=[CH:29][C:24]=2[OH:23])=[N:45][N:44]=1. Procedure details: The benzylether [5-(2,4-bis(benzyloxy)-5-isopropylphenyl)-4-(1-(2-(methylamino)ethyl)-1H-indol-5-yl)-4H-1,2,4-triazol-3-ol; 294 mg, 0.5 mmol) was dissolved in 6 ml degassed ethyl acetate and ethanol (1:1). 50 mg Pd/C (10%) was added and the mixture stirred under hydrogen (balloon) at rt for 6 h. After filtration the solvent was removed and the crude purified by chromatography on silica with DCM/MeOH (5-20%)/NH4OH (0.5%) to yield 203 mg (0.5 mmol) 4-(5-hydroxy-4-(1-(2-(methylamino)ethyl)-1H-indol... Reaction SMILES: [CH3:17][N:18]([C:19]1([C:24]#[N:25])[CH2:20][CH2:21][CH2:22][CH2:23]1)[CH3:26].[CH3:2][O:3][CH2:4][CH2:5][NH:6][CH3:7].[ClH:1].[K:14][C:15]#[N:16].[O:8]=[C:9]1[CH2:10][CH2:11][CH2:12][CH2:13]1.[OH2:27]>>[CH3:2][O:3][CH2:4][CH2:5][N:6]([CH3:7])[C:19]1([C:24]#[N:25])[CH2:20][CH2:21][CH2:22][CH2:23]1. The product is COCCN(C)C1(C#N)CCCC1. Reactants: CN(C)C1(C#N)CCCC1, CNCCOC, Cl, N#C[K], O=C1CCCC1, O. Reactants: C1(CCCC1)OC(NCC1(CC1)C1=NN2C(C(=CC=C2)OC)=N1)=O ([1-(8-Methoxy-[1,2,4]triazolo[1,5-a]pyridin-2-yl)-cyclopropylmethyl]-carbamic acid cyclopentyl ester), IN1C(CCC1=O)=O (N-iodosuccinimide), [O-]S(=O)(=S)[O-].[Na+].[Na+] (Na2S2O3), B(F)(F)F (BF3). The solvent is C(=O)(O)[O-].[Na+] (NaHCO3). Conditions: time 3 hour. Yields the product C1(CCCC1)OC(NCC1(CC1)C1=NN2C(C(=CC=C2I)OC)=N1)=O ([1-(5-Iodo-8-methoxy-[1,2,4]triazolo[1,5-a]pyridin-2-yl)-cyclopropylmethyl]-carbamic acid cyclopentyl ester). As a reaction SMILES: [CH:1]1([O:6][C:7](=[O:24])[NH:8][CH2:9][C:10]2([C:13]3[N:23]=[C:16]4[C:17]([O:21][CH3:22])=[CH:18][CH:19]=[CH:20][N:15]4[N:14]=3)[CH2:12][CH2:11]2)[CH2:5][CH2:4][CH2:3][CH2:2]1.[I:25]N1C(=O)CCC1=O.B(F)(F)F.[O-]S([O-])(=S)=O.[Na+].[Na+]>C([O-])(O)=O.[Na+]>[CH:1]1([O:6][C:7](=[O:24])[NH:8][CH2:9][C:10]2([C:13]3[N:23]=[C:16]4[C:17]([O:21][CH3:22])=[CH:18][CH:19]=[C:20]([I:25])[N:15]4[N:14]=3)[CH2:11][CH2:12]2)[CH2:5][CH2:4][CH2:3][CH2:2]1 |f:3.4.5,6.7|. Procedure: Under an argon atmosphere [1-(8-Methoxy-[1,2,4]triazolo[1,5-a]pyridin-2-yl)-cyclopropylmethyl]-carbamic acid cyclopentyl ester was mixed with N-iodosuccinimide. BF3*2H2O was added at 0° C. The dark suspension was stirred at rt for 3 h after which it was poured onto a 1:1 solution of saturated Na2S2O3 and saturated NaHCO3 (20 mL). The aqueous phase was extracted with DCM (×2) and the combined organic phases were washed with brine, dried over Na2SO4, filtered and concentrated in vacuo. The crude p... Starting materials: CO, Cc1cc(Cl)ccc1-c1cccc2c1OC(CNC(=O)OCc1ccccc1)C2, Cl, C[Si](C)(C)I. The product is Cc1cc(Cl)ccc1-c1cccc2c1OC(CN)C2. RXN SMILES: [CH3:36][OH:37].[Cl:2][c:3]1[cH:4][c:5]([CH3:30])[c:6](-[c:9]2[cH:10][cH:11][cH:12][c:13]3[c:17]2[O:16][CH:15]([CH2:18][NH:19][C:20](=[O:21])[O:22][CH2:23][c:24]2[cH:25][cH:26][cH:27][cH:28][cH:29]2)[CH2:14]3)[cH:7][cH:8]1.[ClH:1].[I:31][Si:32]([CH3:33])([CH3:34])[CH3:35]>>[Cl:2][c:3]1[cH:4][c:5]([CH3:30])[c:6](-[c:9]2[cH:10][cH:11][cH:12][c:13]3[c:17]2[O:16][CH:15]([CH2:18][NH2:19])[CH2:14]3)[cH:7][cH:8]1. The reactants are C(C)(=O)NC(C(=O)O)C(C)NCC1=CC=CC=C1 (2-acetamido-3-benzylaminobutyric acid). Run in Cl (HCl). Yields the product NC(C(=O)O)C(C)NCC1=CC=CC=C1 (2-amino-3-benzylaminobutyric acid). RXN SMILES: C([NH:4][CH:5]([CH:9]([NH:11][CH2:12][C:13]1[CH:18]=[CH:17][CH:16]=[CH:15][CH:14]=1)[CH3:10])[C:6]([OH:8])=[O:7])(=O)C>Cl>[NH2:4][CH:5]([CH:9]([NH:11][CH2:12][C:13]1[CH:14]=[CH:15][CH:16]=[CH:17][CH:18]=1)[CH3:10])[C:6]([OH:8])=[O:7]. Procedure: Example VII was repeated except that 2-acetamido-3-benzylaminobutyric acid was refluxed in 6M HCl to yield 2-amino-3-benzylaminobutyric acid. Reactants: [Li]C(C)(C)C, CO, CCCCC, C=C(CCl)CCl, O=C1C=C(N2CCCC2)CO1, C1CCOC1. Product: C=C(CCl)CC1OC(=O)C=C1N1CCCC1. Reaction SMILES: [C:12]([Li:13])([CH3:14])([CH3:15])[CH3:16].[CH3:23][OH:24].[CH3:30][CH2:31][CH2:32][CH2:33][CH3:34].[Cl:17][CH2:18][C:19](=[CH2:20])[CH2:21][Cl:22].[N:1]1([C:6]2=[CH:7][C:8](=[O:11])[O:9][CH2:10]2)[CH2:2][CH2:3][CH2:4][CH2:5]1.[O:25]1[CH2:26][CH2:27][CH2:28][CH2:29]1>>[N:1]1([C:6]2=[CH:7][C:8](=[O:11])[O:9][CH:10]2[CH2:21][C:19]([CH2:18][Cl:17])=[CH2:20])[CH2:2][CH2:3][CH2:4][CH2:5]1.